This data is from the Open Reaction Database (ORD), a public repository of structured organic reaction records. The task is: describe an organic reaction: reactants, conditions, products, and yield The reactants are CI, CN(C)C=O, [Cl-], [H-], [Na+], [Na+], CC1SC(c2cccnc2)N(CCO)C1=O. The product is COCCN1C(=O)C(C)SC1c1cccnc1. RXN SMILES: [CH3:1][I:2].[CH3:23][N:24]([CH3:25])[CH:26]=[O:27].[Cl-:21].[H-:19].[Na+:20].[Na+:22].[OH:3][CH2:4][CH2:5][N:6]1[CH:7]([c:13]2[cH:14][n:15][cH:16][cH:17][cH:18]2)[S:8][CH:9]([CH3:12])[C:10]1=[O:11]>>[CH3:1][O:3][CH2:4][CH2:5][N:6]1[CH:7]([c:13]2[cH:14][n:15][cH:16][cH:17][cH:18]2)[S:8][CH:9]([CH3:12])[C:10]1=[O:11]. Reactants: ClC1=C(C(=CC=C1)Cl)C1=CC2=C(N=C(N=C2)SC)N(C1=O)C (6-(2,6-Dichlorophenyl)-8-methyl-2-methylsulfanyl-8H-pyrido[2,3-d]pyrimidin-7-one), C(C1=CC=CC=C1)N (benzylamine). Run in CN(C=O)C (dimethylformamide). Conditions: temperature 120 celsius, time 5 minute. Product: C(C1=CC=CC=C1)NC=1N=CC2=C(N1)N(C(C(=C2)C2=C(C=CC=C2Cl)Cl)=O)C (2-Benzylamino-6-(2,6-dichlorophenyl)-8-methyl-8H-pyrido[2,3-d]pyrimidin-7-one). Isolated yield 47.6%. As a reaction SMILES: [Cl:1][C:2]1[CH:7]=[CH:6][CH:5]=[C:4]([Cl:8])[C:3]=1[C:9]1[C:20](=[O:21])[N:19]([CH3:22])[C:12]2[N:13]=[C:14](SC)[N:15]=[CH:16][C:11]=2[CH:10]=1.[CH2:23]([NH2:30])[C:24]1[CH:29]=[CH:28][CH:27]=[CH:26][CH:25]=1>CN(C)C=O>[CH2:23]([NH:30][C:14]1[N:15]=[CH:16][C:11]2[CH:10]=[C:9]([C:3]3[C:2]([Cl:1])=[CH:7][CH:6]=[CH:5][C:4]=3[Cl:8])[C:20](=[O:21])[N:19]([CH3:22])[C:12]=2[N:13]=1)[C:24]1[CH:29]=[CH:28][CH:27]=[CH:26][CH:25]=1. Reported procedure: A mixture of 0.165 g (0.47 mmol) of 6-(2,6-dichlorophenyl)-8-methyl-2-methylsulfanyl-8H-pyrido-[2,3-d]pyrimidin-7-one of Example 37, 0.50 g (4.70 mmol) of benzylamine and 0.5 mL of dimethylformamide was heated with stirring in a 120° C. oil bath. After 5 minutes, solution was complete. After 5 hours, the excess amine and dimethylformamide were evaporated at reduced pressure, and the residue was triturated with a solution of 1 mL of acetone and 2 mL of petroleum ether. The tacky solid was filtere... Reactants: Br, Br, CCN(C(C)C)C(C)C, C1CCOC1, FC(F)(F)c1ccccc1N=C=S, Nc1cscc1N. The product is Nc1cscc1NC(=S)Nc1ccccc1C(F)(F)F. As a reaction SMILES: [BrH:1].[BrH:2].[CH2:10]([N:11]([CH:12]([CH3:13])[CH3:14])[CH:15]([CH3:16])[CH3:17])[CH3:18].[CH2:32]1[O:33][CH2:34][CH2:35][CH2:36]1.[F:19][C:20]([c:21]1[c:22]([N:27]=[C:28]=[S:29])[cH:23][cH:24][cH:25][cH:26]1)([F:30])[F:31].[NH2:3][c:4]1[cH:5][s:6][cH:7][c:8]1[NH2:9]>>[NH2:3][c:4]1[cH:5][s:6][cH:7][c:8]1[NH:9][C:28]([NH:27][c:22]1[c:21]([C:20]([F:19])([F:30])[F:31])[cH:26][cH:25][cH:24][cH:23]1)=[S:29]. Starting materials: N1CC(C1)S(=O)(=O)C1=CC2=C(N(C(=N2)CC(C)(C)C)CC2CCN(CC2)C(C)=O)C=C1 (1-(4-((5-(azetidin-3-ylsulfonyl)-2-neopentyl-1H-benzo[d]imidazol-1-yl)methyl)piperidin-1-yl)ethanone), C[Si](C)(C)N=C=O (trimethylsilyl isocyanate). Product: C(C)(=O)N1CCC(CC1)CN1C(=NC2=C1C=CC(=C2)S(=O)(=O)C2CN(C2)C(=O)N)CC(C)(C)C (3-(1-((1-acetylpiperidin-4-yl)methyl)-2-neopentyl-1H-benzo[d]imidazol-5-ylsulfonyl)azetidine-1-carboxamide). As a reaction SMILES: [NH:1]1[CH2:4][CH:3]([S:5]([C:8]2[CH:31]=[CH:30][C:11]3[N:12]([CH2:20][CH:21]4[CH2:26][CH2:25][N:24]([C:27](=[O:29])[CH3:28])[CH2:23][CH2:22]4)[C:13]([CH2:15][C:16]([CH3:19])([CH3:18])[CH3:17])=[N:14][C:10]=3[CH:9]=2)(=[O:7])=[O:6])[CH2:2]1.C[Si]([N:36]=[C:37]=[O:38])(C)C>>[C:27]([N:24]1[CH2:25][CH2:26][CH:21]([CH2:20][N:12]2[C:11]3[CH:30]=[CH:31][C:8]([S:5]([CH:3]4[CH2:4][N:1]([C:37]([NH2:36])=[O:38])[CH2:2]4)(=[O:7])=[O:6])=[CH:9][C:10]=3[N:14]=[C:13]2[CH2:15][C:16]([CH3:19])([CH3:18])[CH3:17])[CH2:22][CH2:23]1)(=[O:29])[CH3:28]. Procedure details: The title compound was prepared according to the procedure described in STEP D of Example 6 using 1-(4-((5-(azetidin-3-ylsulfonyl)-2-neopentyl-1H-benzo[d]imidazol-1-yl)methyl)piperidin-1-yl)ethanone (STEP D) and trimethylsilyl isocyanate instead of methanesulfonyl chloride. The reactants are FC1=CC=C(C=C1)CCO (2-(4-fluorophenyl)ethanol), C(#N)C=C1C(P(CC1)C)(C)C (cyanomethylenetrimethylphospholan), CC=1NC(=CC1C#N)C(F)(F)F (2-methyl-5-(trifluoromethyl)-1H-pyrrole-3-carbonitrile). Run in C1(=CC=CC=C1)C (toluene). Conditions: temperature 100 celsius, time 1.5 hour. The product is FC1=CC=C(C=C1)CCN1C(=C(C=C1C(F)(F)F)C#N)C (1-[2-(4-fluorophenyl)ethyl]-2-methyl-5-(trifluoromethyl)-1H-pyrrole-3-carbonitrile). Reaction SMILES: [CH3:1][C:2]1[NH:3][C:4]([C:9]([F:12])([F:11])[F:10])=[CH:5][C:6]=1[C:7]#[N:8].[F:13][C:14]1[CH:19]=[CH:18][C:17]([CH2:20][CH2:21]O)=[CH:16][CH:15]=1.C(C=C1CCP(C)C1(C)C)#N>C1(C)C=CC=CC=1>[F:13][C:14]1[CH:19]=[CH:18][C:17]([CH2:20][CH2:21][N:3]2[C:4]([C:9]([F:10])([F:12])[F:11])=[CH:5][C:6]([C:7]#[N:8])=[C:2]2[CH3:1])=[CH:16][CH:15]=1. Reported procedure: A 266 mg portion of 2-methyl-5-(trifluoromethyl)-1H-pyrrole-3-carbonitrile was dissolved in 10 ml of toluene, and 0.382 ml of 2-(4-fluorophenyl)ethanol and 352 mg of cyanomethylenetrimethylphospholan were added, followed by stirring at 100° C. for 1.5 hours. The reaction liquid was concentrated under a reduced pressure, and the resulting residue was purified by silica gel column chromatography (ethyl acetate:hexane=1:9-1:4) to obtain 451 mg of 1-[2-(4-fluorophenyl)ethyl]-2-methyl-5-(trifluoromet... Reactants: Intermediate 79, IC1=C(C=CC(=C1)S(=O)(=O)C)C(C)C (2-iodo-1-isopropyl-4-(methylsulfonyl)benzene), IC1=C(C=CC(=C1)S(=O)(=O)C)C(C)C (2-iodo-1-isopropyl-4-(methylsulfonyl)benzene), C(C)(C)(C)OC(COC1=C(C=C(C=C1)Cl)C#C)=O (tert-butyl(4-chloro-2-ethynylphenoxy)acetate), C(C)(C)(C)OC(COC1=C(C=C(C=C1)Cl)C#C)=O (tert-butyl(4-chloro-2-ethynylphenoxy)acetate). Yields the product C(C)(C)(C)OC(COC1=C(C=C(C=C1)Cl)C#CC1=C(C=CC(=C1)S(=O)(=O)C)C(C)C)=O (tert-butyl(4-chloro-2-{[2-isopropyl-5-(methylsulfonyl)phenyl]ethynyl}phenoxy)acetate). RXN SMILES: [C:1]([O:5][C:6](=[O:18])[CH2:7][O:8][C:9]1[CH:14]=[CH:13][C:12]([Cl:15])=[CH:11][C:10]=1[C:16]#[CH:17])([CH3:4])([CH3:3])[CH3:2].I[C:20]1[CH:25]=[C:24]([S:26]([CH3:29])(=[O:28])=[O:27])[CH:23]=[CH:22][C:21]=1[CH:30]([CH3:32])[CH3:31]>>[C:1]([O:5][C:6](=[O:18])[CH2:7][O:8][C:9]1[CH:14]=[CH:13][C:12]([Cl:15])=[CH:11][C:10]=1[C:16]#[C:17][C:22]1[CH:23]=[C:24]([S:26]([CH3:29])(=[O:27])=[O:28])[CH:25]=[CH:20][C:21]=1[CH:30]([CH3:32])[CH3:31])([CH3:4])([CH3:3])[CH3:2]. Procedure details: Following the general method as outlined in Intermediate 79, starting from (4-chloro-2-ethynyl-phenoxy)-acetic acid tert-butyl ester (Intermediate 3) and 2-iodo-1-isopropyl-4-(methylsulfonyl)benzene (Intermediate 91), the title compound was obtained as a brown sticky solid after purification by flash column chromatography (silica), eluting with cyclohexane containing increasing amounts of EtOAc. Starting materials: Cl (Hydrogen chloride), C(C)OC1=CC(=C(C(=O)O)C=C1)O (4-ethoxy-2-hydroxybenzoic acid), CO (methanol). Conditions: temperature 15 celsius. Yields the product C(C)OC1=CC(=C(C(=O)OC)C=C1)O (Methyl 4-ethoxy-2-hydroxybenzoate), solid. RXN SMILES: Cl.[CH2:2]([O:4][C:5]1[CH:13]=[CH:12][C:8]([C:9]([OH:11])=[O:10])=[C:7]([OH:14])[CH:6]=1)[CH3:3].[CH3:15]O>>[CH2:2]([O:4][C:5]1[CH:13]=[CH:12][C:8]([C:9]([O:11][CH3:15])=[O:10])=[C:7]([OH:14])[CH:6]=1)[CH3:3]. Procedure: Hydrogen chloride was bubbled into a stirred solution of 4-ethoxy-2-hydroxybenzoic acid (10.10 g, 0.554 mol) in methanol (2000 mL) until the solution was saturated. The solution was heated under reflux for 3 days and then cooled to 15° C. This caused the product to crystallize out. The crystals were collected, rinsed with methanol and hexanes, and dried. Methyl 4-ethoxy-2-hydroxybenzoate was obtained as a pale amber solid (49.3 g) melting at 77°-78° C. The reactants are CC(=O)OCC1=C(N2[C@@H]([C@@H](C2=O)N)SC1)C(=O)O (7-aminocephalosporanic acid), [S-]C#N.[K+] (potassium thiocyanate), resultant mixture, C(C)(C)OC(C)C (diisopropyl ether), NC1[C@@H]2N(C(=C(CS2)CSC#N)C(=O)O)C1=O (7-amino-3-cyanothiomethyl-3-cephem-4-carboxylic acid), FC(S(=O)(=O)O)(F)F (trifluoromethanesulfonic acid). Solvent: C(C)#N (acetonitrile), C(C)(C)O (isopropyl alcohol), O (water), N1=CC=CC=C1 (pyridine). Reaction conditions: time 30 minute. The product is [S-]C#N.NC1[C@@H]2N(C(=C(CS2)C[N+]2=CC=CC=C2)C(=O)O)C1=O (7-amino-3-(1-pyridiniomethyl)-3-cephem-4-carboxylate thiocyanate). RXN SMILES: CC(OCC1C[S:14][C@@H:9]2[C@H:10](N)[C:11](=O)[N:8]2[C:7]=1[C:16](O)=O)=O.[S-]C#N.[K+].FC(F)(F)S(O)(=O)=O.[NH2:31][CH:32]1[C:46](=[O:47])[N:34]2[C:35]([C:43]([OH:45])=[O:44])=[C:36]([CH2:39]SC#N)[CH2:37][S:38][C@H:33]12.C(OC(C)C)(C)C>C(#N)C.C(O)(C)C.O.N1C=CC=CC=1>[S-:14][C:9]#[N:8].[NH2:31][CH:32]1[C:46](=[O:47])[N:34]2[C:35]([C:43]([OH:45])=[O:44])=[C:36]([CH2:39][N+:8]3[CH:7]=[CH:16][CH:9]=[CH:10][CH:11]=3)[CH2:37][S:38][C@H:33]12 |f:1.2,10.11|. Reported procedure: To a mixture of 7-aminocephalosporanic acid (45.0 g) and potassium thiocyanate (14.55 g) in acetonitrile (225 ml) was added dropwise trifluoromethanesulfonic acid (67.5 g) below 18° C. under cooling in an ice-bath and stirring, which was continued for 30 minutes at 15° to 18° C. The reaction mixture containing 7-amino-3-cyanothiomethyl-3-cephem-4-carboxylic acid was added to a mixture of pyridine (118.5 g) and water (150 ml) at 30° to 33.5° C. under stirring. The resultant mixture was immediatel... Starting materials: CCOC(C)=O, C=Cc1c(Cl)ccc(N)c1Cl. As a reaction SMILES: [CH3:12][CH2:13][O:14][C:15]([CH3:16])=[O:17].[Cl:1][c:2]1[c:3]([NH2:4])[cH:5][cH:6][c:7]([Cl:11])[c:8]1[CH:9]=[CH2:10]>>[Cl:1][c:2]1[c:3]([NH2:4])[cH:5][cH:6][c:7]([Cl:11])[c:8]1[CH2:9][CH3:10]. Yields the product CCc1c(Cl)ccc(N)c1Cl.